Task: describe an organic reaction: reactants, conditions, products, and yield. Dataset: the Open Reaction Database (ORD), a public repository of structured organic reaction records Reaction SMILES: [B:1]([Br:2])([Br:3])[Br:4].[CH2:5]([c:6]1[cH:7][cH:8][cH:9][cH:10][cH:11]1)[n:12]1[c:13](=[O:29])[n:14]([CH2:25][CH2:26][CH2:27][CH3:28])[c:15]2[c:16]([c:17]1=[O:18])[c:19]1[n:20]([n:21]2)[CH2:22][CH2:23][NH:24]1.[CH3:30][OH:31]>>[nH:12]1[c:13](=[O:29])[n:14]([CH2:25][CH2:26][CH2:27][CH3:28])[c:15]2[c:16]([c:17]1=[O:18])[c:19]1[n:20]([n:21]2)[CH2:22][CH2:23][NH:24]1. The product is CCCCn1c(=O)[nH]c(=O)c2c3n(nc21)CCN3. The reactants are BrB(Br)Br, CCCCn1c(=O)n(Cc2ccccc2)c(=O)c2c3n(nc21)CCN3, CO. Starting materials: O=C1CCN(Cc2ccccc2)CC1, CC(=O)[O-], CCO, Cl, NO, [Na+]. Product: ON=C1CCN(Cc2ccccc2)CC1. RXN SMILES: [CH2:1]([c:2]1[cH:3][cH:4][cH:5][cH:6][cH:7]1)[N:8]1[CH2:9][CH2:10][C:11](=[O:14])[CH2:12][CH2:13]1.[CH3:19][C:20](=[O:21])[O-:22].[CH3:23][CH2:24][OH:25].[ClH:15].[NH2:16][OH:17].[Na+:18]>>[CH2:1]([c:2]1[cH:3][cH:4][cH:5][cH:6][cH:7]1)[N:8]1[CH2:9][CH2:10][C:11](=[N:16][OH:17])[CH2:12][CH2:13]1.